Dataset: the Open Reaction Database (ORD), a public repository of structured organic reaction records. Task: describe an organic reaction: reactants, conditions, products, and yield Starting materials: O (Water), O1C(CO)C1C1=CC=CC=C1 ((2RS,3RS)-2,3-Epoxy-3-phenylpropanol), [OH-].[Na+] (sodium hydroxide), C(C)OC1=C(C=CC=C1)O (2-ethoxyphenol). The reagents and catalysts are [Cl-].C(CCC)[N+](C)(CCCC)CCCC (tributylmethyl-ammonium chloride). The solvent is C(Cl)Cl (methylene chloride). Run at temperature 22.5 celsius. The product is C(C)OC1=C(OC(C(CO)O)C2=CC=CC=C2)C=CC=C1 ((2RS,3SR)-3-(2-Ethoxyphenoxy)-2-hydroxy-3-phenylpropanol). Isolated yield 60.5%. As a reaction SMILES: O.[OH-].[Na+].[CH2:4]([O:6][C:7]1[CH:12]=[CH:11][CH:10]=[CH:9][C:8]=1[OH:13])[CH3:5].[O:14]1[CH:18]([C:19]2[CH:24]=[CH:23][CH:22]=[CH:21][CH:20]=2)[CH:15]1[CH2:16][OH:17]>[Cl-].C([N+](CCCC)(CCCC)C)CCC.C(Cl)Cl>[CH2:4]([O:6][C:7]1[CH:12]=[CH:11][CH:10]=[CH:9][C:8]=1[O:13][CH:18]([C:19]1[CH:24]=[CH:23][CH:22]=[CH:21][CH:20]=1)[CH:15]([OH:14])[CH2:16][OH:17])[CH3:5] |f:1.2,5.6|. Procedure: Water (800 mL), sodium hydroxide (50%, 83.1 mL), tributylmethyl-ammonium chloride (75%, 27.5 ml), and 2-ethoxyphenol (306.72 g) were combined and stirred at 20-25° C. The methylene chloride solution of 2,3-epoxy-3-phenylpropanol from Example 1 was added, and the two phase mixture was stirred and heated to 40° C. internal temperature. The methylene chloride was distilled at atmospheric pressure over a 3-4 hour period. When the methylene chloride had been removed, the internal temperature was rais... Reactants: NC1=C(C(=O)NCCC=2NC=CN2)C=CC=C1 (2-amino-N-[2-(1H-imidazol-2-yl)-ethyl]benzamide), FC(C1=CC=C(C(=O)Cl)C=C1)(F)F (p-trifluoromethylbenzoyl chloride). Solvent: C(C)(=O)OCC (ethyl acetate). The product is N1C(=NC=C1)CCNC(C1=C(C=CC=C1)NC(C1=CC=C(C=C1)C(F)(F)F)=O)=O (N-[2-(1H-Imidazol-2-yl)ethyl]-2-[[4-(trifluoromethyl)-benzoyl]amino]benzamide). The yield is 85.8%. As a reaction SMILES: [NH2:1][C:2]1[CH:17]=[CH:16][CH:15]=[CH:14][C:3]=1[C:4]([NH:6][CH2:7][CH2:8][C:9]1[NH:10][CH:11]=[CH:12][N:13]=1)=[O:5].[F:18][C:19]([F:30])([F:29])[C:20]1[CH:28]=[CH:27][C:23]([C:24](Cl)=[O:25])=[CH:22][CH:21]=1>C(OCC)(=O)C>[NH:13]1[CH:12]=[CH:11][N:10]=[C:9]1[CH2:8][CH2:7][NH:6][C:4](=[O:5])[C:3]1[CH:14]=[CH:15][CH:16]=[CH:17][C:2]=1[NH:1][C:24](=[O:25])[C:23]1[CH:27]=[CH:28][C:20]([C:19]([F:18])([F:29])[F:30])=[CH:21][CH:22]=1. Procedure details: The titled compound was prepared substantially in accordance with the method detailed in Example 11 using 2.00 g (0.00869 mol) of 2-amino-N-[2-(1H-imidazol-2-yl)-ethyl]benzamide, prepared as in Example 6A, and 3.62 g (0.01738 mol) of p-trifluoromethylbenzoyl chloride with the exception that removal of ethyl acetate provided a solid. This solid was recrystallized from ethyl acetate containing a small amount of methanol to provide 3.00 g of the desired titled compound (m.p. 207°-215° C.). Reactants: COc1ccc(Br)cc1CO, COCCBr, Cl, [H-], [Na+], CN(C)C=O. Product: COCCOCc1cc(Br)ccc1OC. RXN SMILES: [Br:1][c:2]1[cH:3][cH:4][c:5]([O:10][CH3:11])[c:6]([CH2:8][OH:9])[cH:7]1.[CH3:12][O:13][CH2:14][CH2:15][Br:16].[ClH:19].[H-:18].[Na+:17].[O:20]=[CH:21][N:22]([CH3:23])[CH3:24]>>[Br:1][c:2]1[cH:3][cH:4][c:5]([O:10][CH3:11])[c:6]([CH2:8][O:9][CH2:15][CH2:14][O:13][CH3:12])[cH:7]1. The reactants are Brc1ccc2ncnc(Nc3ccc4c(cnn4Cc4ccccc4)c3)c2c1, CCCC[Sn](CCCC)(CCCC)c1ccc(C2OCCO2)o1, C1COCCO1. The product is c1ccc(Cn2ncc3cc(Nc4ncnc5ccc(-c6ccc(C7OCCO7)o6)cc45)ccc32)cc1. RXN SMILES: [CH2:1]([c:2]1[cH:3][cH:4][cH:5][cH:6][cH:7]1)[n:8]1[n:9][cH:10][c:11]2[cH:12][c:13]([NH:17][c:18]3[n:19][cH:20][n:21][c:22]4[cH:23][cH:24][c:25]([Br:28])[cH:26][c:27]34)[cH:14][cH:15][c:16]12.[CH2:29]([Sn:30]([CH2:31][CH2:32][CH2:33][CH3:44])([c:34]1[o:35][c:36]([CH:39]2[O:40][CH2:41][CH2:42][O:43]2)[cH:37][cH:38]1)[CH2:45][CH2:46][CH2:47][CH3:48])[CH2:49][CH2:50][CH3:51].[O:52]1[CH2:53][CH2:54][O:55][CH2:56][CH2:57]1>>[CH2:1]([c:2]1[cH:3][cH:4][cH:5][cH:6][cH:7]1)[n:8]1[n:9][cH:10][c:11]2[cH:12][c:13]([NH:17][c:18]3[n:19][cH:20][n:21][c:22]4[cH:23][cH:24][c:25](-[c:34]5[o:35][c:36]([CH:39]6[O:40][CH2:41][CH2:42][O:43]6)[cH:37][cH:38]5)[cH:26][c:27]34)[cH:14][cH:15][c:16]12. Isolated yield 70.1%. Procedure: Heat, at 50° C., a mixture of N-{2-[2-(cyanomethyl)-4,5-dimethoxyphenyl]ethyl}-2,2,2-trifluoroacetamide (20.5 g, 64.8 mmoles), ethanol (160 mL), potassium carbonate (13.2 g, 97.2 mmoles) and water (40 mL). After being in contact for 1 hour 30 minutes, extract the mixture by adding 200 mL of dichloromethane and 100 mL of saturated aqueous NaCl solution. Extract the aqueous phase with 100 mL of dichloromethane. Combine the organic phases, wash them with saturated aqueous NaCl solution (100 mL), dr... Reaction SMILES: [C:1]([CH2:3][C:4]1[CH:9]=[C:8]([O:10][CH3:11])[C:7]([O:12][CH3:13])=[CH:6][C:5]=1[CH2:14][CH2:15][NH:16]C(=O)C(F)(F)F)#[N:2].C(O)C.C(=O)([O-])[O-].[K+].[K+]>O>[NH2:2][CH2:1][CH2:3][C:4]1[CH:9]=[C:8]([O:10][CH3:11])[C:7]([O:12][CH3:13])=[CH:6][C:5]=1[CH2:14][C:15]#[N:16] |f:2.3.4|. Run at temperature 50 celsius, time 30 minute. Product: NCCC1=C(C=C(C(=C1)OC)OC)CC#N ([2-(2-aminoethyl)-4,5-dimethoxyphenyl]acetonitrile). Solvent: O (water). Reactants: C(#N)CC1=C(C=C(C(=C1)OC)OC)CCNC(C(F)(F)F)=O (N-{2-[2-(cyanomethyl)-4,5-dimethoxyphenyl]ethyl}-2,2,2-trifluoroacetamide), C(C)O (ethanol), C([O-])([O-])=O.[K+].[K+] (potassium carbonate).